From a dataset of the Open Reaction Database (ORD), a public repository of structured organic reaction records. describe an organic reaction: reactants, conditions, products, and yield Reported procedure: A mixture of NaOH (2.0 g, 50 mmol) in H2O (60 mL) was added 6-nitroindazole (2.0 g, 12 mmol) and the suspension heated until a red solution formed. The mixture was placed in an ice-water bath for 15 minutes after which pyridinium tribromide (4.7 g, 15 mmol) in MeOH (15 mL) was added. The mixture was stirred at 0° C. for 5 hours after which the pH was adjusted to 7 with diluted HCl. The mixture was extracted with ethyl acetate, and the combined organic layer washed with H2O and concentrated under... Conditions: temperature 0 celsius, time 15 minute. The product is BrC1=NNC2=CC(=CC=C12)[N+](=O)[O-] (3-bromo-6-nitro-1H-indazole). Reactants: [Br-].[Br-].[Br-].[NH+]1=CC=CC=C1.[NH+]1=CC=CC=C1.[NH+]1=CC=CC=C1 (pyridinium tribromide), Cl (HCl), [OH-].[Na+] (NaOH), [N+](=O)([O-])C1=CC=C2C=NNC2=C1 (6-nitroindazole). As a reaction SMILES: [OH-].[Na+].[N+:3]([C:6]1[CH:14]=[C:13]2[C:9]([CH:10]=[N:11][NH:12]2)=[CH:8][CH:7]=1)([O-:5])=[O:4].[Br-:15].[Br-].[Br-].[NH+]1C=CC=CC=1.[NH+]1C=CC=CC=1.[NH+]1C=CC=CC=1.Cl>O.CO>[Br:15][C:10]1[C:9]2[C:13](=[CH:14][C:6]([N+:3]([O-:5])=[O:4])=[CH:7][CH:8]=2)[NH:12][N:11]=1 |f:0.1,3.4.5.6.7.8|. Solvent: CO (MeOH), O (H2O). The reactants are C[C@]12CCCCC1=CC[C@@H]3[C@@H]2CC[C@]4([C@H]3C[C@H](C4=O)F)C.C(C(CCl)OC(=O)N)Cl (fluasterone Cremophor EL), C(C(F)(F)F)(OC(F)F)Cl (Isoflurane), CN1[C@@H]2CC[C@H]1C[C@H](C2)OC(=O)C(CO)C=3C=CC=CC3 (atropine), CC=1C=CC=C(C1NC2=NCCCS2)C (xylazine), C[C@]12CCCCC1=CC[C@@H]3[C@@H]2CC[C@]4([C@H]3C[C@H](C4=O)F)C.C(C(CCl)OC(=O)N)Cl (fluasterone Cremophor EL), solution, CNC1(CCCCC1=O)C=2C=CC=CC2Cl (ketamine), C[C@]12CCCCC1=CC[C@@H]3[C@@H]2CC[C@]4([C@H]3C[C@H](C4=O)F)C.C(C(CCl)OC(=O)N)Cl (fluasterone Cremophor EL). Run in CC(=O)C (acetone). Run at time 30 minute. The product is C[C@]12CCCCC1=CC[C@@H]3[C@@H]2CC[C@]4([C@H]3C[C@H](C4=O)F)C (Fluasterone). Reaction SMILES: C(Cl)(OC(F)F)C(F)(F)F.CNC1(C2C=CC=CC=2Cl)C(=O)CCCC1.CC1C=CC=C(C)C=1NC1SCCCN=1.CN1[C@@H]2C[C@@H](OC(C(C3C=CC=CC=3)CO)=O)C[C@H]1CC2.[CH3:63][C@@:64]12[C@H:73]3[CH2:74][CH2:75][C@:76]4([CH3:83])[C:80](=[O:81])[C@H:79]([F:82])[CH2:78][C@H:77]4[C@@H:72]3[CH2:71][CH:70]=[C:69]1[CH2:68][CH2:67][CH2:66][CH2:65]2.C(Cl)C(OC(N)=O)CCl>CC(C)=O>[CH3:63][C@@:64]12[C@H:73]3[CH2:74][CH2:75][C@:76]4([CH3:83])[C:80](=[O:81])[C@H:79]([F:82])[CH2:78][C@H:77]4[C@@H:72]3[CH2:71][CH:70]=[C:69]1[CH2:68][CH2:67][CH2:66][CH2:65]2 |f:4.5|. Reported procedure: The mice were anesthetized with Isoflurane, and then were given an intramuscular injection of 0.1 mL solution of ketamine (50 mg/kg), xylazine (10 mg/kg) and atropine (0.1 mg/kg). Approximately 10 minutes after the i.m. injection (after the mice could not turn over when placed on their backs), the mice were treated with 10 μL of a 12.5 mg/mL fluasterone/Cremophor EL solution to give a dose of 5 mg/kg. The mice were anesthetized and on their backs for approximately 30 minutes after application of... Reactants: OB(O)O, [BH4-], COCCOC, Cl, Fc1ccc(C2=CCNCC2)cc1, [K+], [Na+], [OH-], O, OO. Product: OC1CNCCC1c1ccc(F)cc1. Reaction SMILES: [B:21]([OH:22])([OH:23])[OH:24].[BH4-:15].[CH2:25]([CH2:26][O:27][CH3:28])[O:29][CH3:30].[ClH:1].[F:2][c:3]1[cH:4][cH:5][c:6]([C:9]2=[CH:14][CH2:13][NH:12][CH2:11][CH2:10]2)[cH:7][cH:8]1.[K+:18].[Na+:16].[OH-:17].[OH2:31].[OH:19][OH:20]>>[F:2][c:3]1[cH:4][cH:5][c:6]([CH:9]2[CH2:10][CH2:11][NH:12][CH2:13][CH:14]2[OH:22])[cH:7][cH:8]1.